This data is from the Open Reaction Database (ORD), a public repository of structured organic reaction records. The task is: describe an organic reaction: reactants, conditions, products, and yield Reactants: O=C([O-])C(=O)[O-], ClCCCN1CCCC1, Cl, COc1cc(C=CCO)ccc1F, [K+], [OH-]. Product: COc1cc(C=CCOCCCN2CCCC2)ccc1F. Reaction SMILES: [C:26]([O-:27])(=[O:28])[C:29]([O-:30])=[O:31].[Cl:16][CH2:17][CH2:18][CH2:19][N:20]1[CH2:21][CH2:22][CH2:23][CH2:24]1.[ClH:25].[F:1][c:2]1[c:3]([O:12][CH3:13])[cH:4][c:5]([CH:8]=[CH:9][CH2:10][OH:11])[cH:6][cH:7]1.[K+:15].[OH-:14]>>[F:1][c:2]1[c:3]([O:12][CH3:13])[cH:4][c:5]([CH:8]=[CH:9][CH2:10][O:11][CH2:17][CH2:18][CH2:19][N:20]2[CH2:21][CH2:22][CH2:23][CH2:24]2)[cH:6][cH:7]1. Starting materials: CN(C=1C=C(CO)C=CC1)C (3-dimethylaminobenzyl alcohol), [H-].[Na+] (sodium hydride), CS(=O)(=O)OCCOCCCCCCN1C(O[C@@H](C1)C1=CC2=C(OC(OC2)(C)C)C=C1)=O (2-({6-[(5R)-5-(2,2-dimethyl-4H-1,3-benzodioxin-6-yl)-2-oxo-1,3-oxazolidin-3-yl]hexyl}oxy)ethyl methanesulfonate), P(=O)([O-])([O-])[O-] (Phosphate). Solvent: CN(C)C=O (DMF), CN(C)C=O (DMF). Conditions: time 15 minute. Product: CN(C=1C=C(COCCOCCCCCCN2C(O[C@@H](C2)C2=CC3=C(OC(OC3)(C)C)C=C2)=O)C=CC1)C ((5R)-3-[6-(2-{[3-(Dimethylamino)benzyl]oxy}ethoxy)hexyl]-5-(2,2-dimethyl-4H-1,3-benzodioxin-6-yl)-1,3-oxazolidin-2-one). Isolated yield 95.2%. Reaction SMILES: [CH3:1][N:2]([CH3:11])[C:3]1[CH:4]=[C:5]([CH:8]=[CH:9][CH:10]=1)[CH2:6][OH:7].[H-].[Na+].CS(O[CH2:19][CH2:20][O:21][CH2:22][CH2:23][CH2:24][CH2:25][CH2:26][CH2:27][N:28]1[CH2:32][C@@H:31]([C:33]2[CH:44]=[CH:43][C:36]3[O:37][C:38]([CH3:42])([CH3:41])[O:39][CH2:40][C:35]=3[CH:34]=2)[O:30][C:29]1=[O:45])(=O)=O.P([O-])([O-])([O-])=O>CN(C=O)C>[CH3:1][N:2]([CH3:11])[C:3]1[CH:4]=[C:5]([CH:8]=[CH:9][CH:10]=1)[CH2:6][O:7][CH2:19][CH2:20][O:21][CH2:22][CH2:23][CH2:24][CH2:25][CH2:26][CH2:27][N:28]1[CH2:32][C@@H:31]([C:33]2[CH:44]=[CH:43][C:36]3[O:37][C:38]([CH3:41])([CH3:42])[O:39][CH2:40][C:35]=3[CH:34]=2)[O:30][C:29]1=[O:45] |f:1.2|. Reported procedure: A solution of 3-dimethylaminobenzyl alcohol (641 mg) in DMF (3 ml) under nitrogen was treated with sodium hydride (220 mg, 60% in oil) and the mixture stirred at 20° for 15 min. A solution of 2-({6-[(5R)-5-(2,2-dimethyl-4H-1,3-benzodioxin-6-yl)-2-oxo-1,3-oxazolidin-3-yl]hexyl}oxy)ethyl methanesulfonate (2.00 g) in DMF (5 ml) was added and the mixture was stirred at 20° for 21 h. Phosphate buffer solution (15 ml, pH6.5) was added, the mixture stirred for 15 min and then extracted with EtOAc. The ... Starting materials: BrC12CC3C(C(CC(C1)C3)C2)=O (5-bromo-2-oxoadamantane), C(C)#N (acetonitrile), nitryltetrafluoroborate, C(C)#N (acetonitrile), O (water). Yields the product O=C1C2CC3CC(CC1C3)(C2)NC(C)=O (N-(2-oxoadamantan-5-yl)acetamide). Reaction SMILES: Br[C:2]12[CH2:11][CH:6]3[CH2:7][CH:8]([CH2:10][CH:4]([C:5]3=[O:12])[CH2:3]1)[CH2:9]2.[OH2:13].[C:14](#[N:16])[CH3:15]>>[O:12]=[C:5]1[CH:6]2[CH2:7][CH:8]3[CH2:9][C:2]([NH:16][C:14](=[O:13])[CH3:15])([CH2:3][CH:4]1[CH2:10]3)[CH2:11]2. Procedure: A solution of 1.2 g of nitryltetrafluoroborate in 15 ml of acetonitrile is cooled to 0° C. and a solution of 2.17 g of 5-bromo-2-oxoadamantane [preparation is described in H. W. Geluk, SYNTHESIS, p. 374 (1972)] in 15 ml of acetonitrile is added with rapid stirring and cooling. The reaction mixture is stirred for 30 minutes then poured into water and extracted with diethyl ether. The diethyl ether extract is washed with 5% sodium bicarbonate solution and water and dried over magnesium sulfate. Th... Reactants: N[C@@H](COC(C)(C)C)C(=O)N[C@@H]([C@H](OC(C)(C)C)C)C(=O)OC (Ser(tBu)-Thr(tBu)-OMe), O.NN (hydrazine hydrate). Solvent: C(C)(=O)OCC (ethyl acetate), CO (methanol). Reaction conditions: time 2 hour. Product: N[C@@H](COC(C)(C)C)C(=O)N[C@@H]([C@H](OC(C)(C)C)C)C(=O)NN (Ser(tBu)-Thr(tBu)-NH-NH2). RXN SMILES: [NH2:1][C@H:2]([C:9]([NH:11][C@H:12]([C:20]([O:22]C)=O)[C@@H:13]([CH3:19])[O:14][C:15]([CH3:18])([CH3:17])[CH3:16])=[O:10])[CH2:3][O:4][C:5]([CH3:8])([CH3:7])[CH3:6].O.[NH2:25][NH2:26]>CO.C(OCC)(=O)C>[NH2:1][C@H:2]([C:9]([NH:11][C@H:12]([C:20]([NH:25][NH2:26])=[O:22])[C@@H:13]([CH3:19])[O:14][C:15]([CH3:16])([CH3:17])[CH3:18])=[O:10])[CH2:3][O:4][C:5]([CH3:6])([CH3:7])[CH3:8] |f:1.2|. Reported procedure: 4.253 g (7.4 mmols) of DPC-Ser(tBu)-Thr(tBu)-OMe in 18 ml of methanol are mixed with 5.55 ml (about 110 mmols) of hydrazine hydrate and left to stand for 10 hours at room temperature and 2 hours at 40° C. The reaction solution is taken up in 450 ml of ethyl acetate and washed four times with half-saturated sodium chloride solution. The solution is dried over sodium sulphate, concentrated to about 15 ml, and mixed with about 5 ml of petroleum ether. Overnight 3.17 g of a hydrazide of melting poin...